Dataset: the Open Reaction Database (ORD), a public repository of structured organic reaction records. Task: describe an organic reaction: reactants, conditions, products, and yield Reactants: CC(C)(C)P(C(C)(C)C)C(C)(C)C, CCc1ccc(Br)cc1, CC(C)(C)[O-], Cc1ccccc1, Cc1cccc(Cl)c1N, Cl, [Na+], O. The product is CCc1ccc(Nc2c(C)cccc2Cl)cc1. RXN SMILES: [C:25]([P:26]([C:27]([CH3:28])([CH3:29])[CH3:30])[C:31]([CH3:32])([CH3:33])[CH3:34])([CH3:35])([CH3:36])[CH3:37].[CH2:10]([CH3:11])[c:12]1[cH:13][cH:14][c:15]([Br:18])[cH:16][cH:17]1.[CH3:19][C:20]([CH3:21])([O-:22])[CH3:23].[CH3:39][c:40]1[cH:41][cH:42][cH:43][cH:44][cH:45]1.[Cl:1][c:2]1[c:3]([NH2:4])[c:5]([CH3:9])[cH:6][cH:7][cH:8]1.[ClH:38].[Na+:24].[OH2:46]>>[Cl:1][c:2]1[c:3]([NH:4][c:15]2[cH:14][cH:13][c:12]([CH2:10][CH3:11])[cH:17][cH:16]2)[c:5]([CH3:9])[cH:6][cH:7][cH:8]1. Starting materials: [C-]#N.[Na+] (sodium cyanide), VI, [Cu]C#N (copper(I) cyanide), NC1=CC(=C(C(=O)O)C=C1)OCC (4-amino-2-ethoxybenzoic acid), N(=O)[O-].[Na+] (sodium nitrite), C([O-])(O)=O.[Na+] (sodium bicarbonate). The reagents and catalysts are [Cu]Cl (copper(I) chloride). The solvent is O (water), C1=CC=CC=C1 (benzene), Cl (hydrochloric acid), O (water). Conditions: time 15 minute. Yields the product C(#N)C1=CC(=C(C(=O)O)C=C1)OCC (4-cyano-2-ethoxybenzoic acid). Yield: 53.0%. Reaction SMILES: N[C:2]1[CH:10]=[CH:9][C:5]([C:6]([OH:8])=[O:7])=[C:4]([O:11][CH2:12][CH3:13])[CH:3]=1.N([O-])=O.[Na+].C(=O)(O)[O-].[Na+].[Cu][C:24]#[N:25].[C-]#N.[Na+]>Cl.O.C1C=CC=CC=1.[Cu]Cl>[C:24]([C:2]1[CH:10]=[CH:9][C:5]([C:6]([OH:8])=[O:7])=[C:4]([O:11][CH2:12][CH3:13])[CH:3]=1)#[N:25] |f:1.2,3.4,6.7|. Procedure: To a cooled solution of 4-amino-2-ethoxybenzoic acid (500 mg, 2.76 mmol) in 2 M hydrochloric acid (1.0 mL) was added a solution of sodium nitrite (192 mg, 2.8 mmol) in water (0.55 mL). The mixture was stirred for 15 min and neutralized by adding small amounts of solid sodium bicarbonate. This solution was then added to a freshly prepared solution of copper(I) cyanide at 0° C. (prepared from sodium cyanide and copper(I) chloride according to Org. Syn. Coll. Vol VI, p. 514) in water (7.5 mL) and b... Starting materials: O=C([O-])[O-], CN(C)C=O, CCOC(C)=O, ClCCN1CCOCC1, Cl, [K+], [K+], O, COC(=O)c1ccc(O)cc1. Product: COC(=O)c1ccc(OCCN2CCOCC2)cc1. Reaction SMILES: [C:12](=[O:13])([O-:14])[O-:15].[CH3:29][N:30]([CH3:31])[CH:32]=[O:33].[CH3:34][CH2:35][O:36][C:37](=[O:38])[CH3:39].[Cl:19][CH2:20][CH2:21][N:22]1[CH2:23][CH2:24][O:25][CH2:26][CH2:27]1.[ClH:18].[K+:16].[K+:17].[OH2:28].[OH:1][c:2]1[cH:3][cH:4][c:5]([C:6](=[O:7])[O:8][CH3:9])[cH:10][cH:11]1>>[O:1]([c:2]1[cH:3][cH:4][c:5]([C:6](=[O:7])[O:8][CH3:9])[cH:10][cH:11]1)[CH2:20][CH2:21][N:22]1[CH2:23][CH2:24][O:25][CH2:26][CH2:27]1.